This data is from the Open Reaction Database (ORD), a public repository of structured organic reaction records. The task is: describe an organic reaction: reactants, conditions, products, and yield Starting materials: Nc1cccc(Br)c1, O=C([O-])[O-], CS(=O)(=O)OCC1OC1COS(C)(=O)=O, CN(C)C=O, [K+], [K+]. Yields the product Brc1cccc(N2CC3OC3C2)c1. RXN SMILES: [Br:16][c:17]1[cH:18][c:19]([NH2:20])[cH:21][cH:22][cH:23]1.[C:24](=[O:25])([O-:26])[O-:27].[CH3:1][S:2]([O:3][CH2:6][CH:7]1[O:8][CH:9]1[CH2:10][O:4][S:5]([CH3:11])(=[O:12])=[O:13])(=[O:14])=[O:15].[CH3:30][N:31]([CH3:32])[CH:33]=[O:34].[K+:28].[K+:29]>>[CH2:6]1[CH:7]2[O:8][CH:9]2[CH2:10][N:20]1[c:19]1[cH:18][c:17]([Br:16])[cH:23][cH:22][cH:21]1. Starting materials: BrC=1C=CC(=NC1)OC (5-Bromo-2-methoxypyridine), C(C)OCC (diethyl ether). Product: COC1=NC=C(C=C1)CCO (2-(2-Methoxypyridin-5-yl)ethanol). The yield is 62.7%. As a reaction SMILES: Br[C:2]1[CH:3]=[CH:4][C:5]([O:8][CH3:9])=[N:6][CH:7]=1.[CH2:10]([O:12]CC)[CH3:11]>>[CH3:9][O:8][C:5]1[CH:4]=[CH:3][C:2]([CH2:11][CH2:10][OH:12])=[CH:7][N:6]=1. Procedure details: 5-Bromo-2-methoxypyridine (2.628 g) synthesized as reported in Tetrahedron, 1373 (1985). was dissolved in diethyl ether (40 ml) and then treated as in the above Production Example 16-1 to give the title compound (1.342 g) as a pale yellow oil (yield: 62.7%). The reactants are ClC=1C=C(C=CC1Cl)C1=CC(=NN1C1=CC=C(C=C1)OC)CC(CO)C=1C=C(C=CC1)C (3-[5-(3,4-dichloro-phenyl)-1-(4-methoxy-phenyl)-1H-pyrazol-3-yl]-2-m-tolyl-propane-1-ol), O.O.O.O.O.S(=S)(=O)([O-])[O-].[Na+].[Na+] (sodium thiosulfate pentahydrate), C([O-])(O)=O.[Na+] (sodium bicarbonate), CC(=O)OI1(C=2C=CC=CC2C(=O)O1)(OC(=O)C)OC(=O)C (Dess-Martin reagent). The solvent is ClCCl (dichloromethane), ClCCl (dichloromethane). Conditions: time 30 minute. Product: ClC=1C=C(C=CC1Cl)C1=CC(=NN1C1=CC=C(C=C1)OC)CC(C=O)C=1C=C(C=CC1)C (3-[5-(3,4-Dichloro-phenyl)-1-(4-methoxy-phenyl)-1H-pyrazol-3-yl]-2-m-tolyl-propionaldehyde). As a reaction SMILES: [Cl:1][C:2]1[CH:3]=[C:4]([C:9]2[N:13]([C:14]3[CH:19]=[CH:18][C:17]([O:20][CH3:21])=[CH:16][CH:15]=3)[N:12]=[C:11]([CH2:22][CH:23]([C:26]3[CH:27]=[C:28]([CH3:32])[CH:29]=[CH:30][CH:31]=3)[CH2:24][OH:25])[CH:10]=2)[CH:5]=[CH:6][C:7]=1[Cl:8].CC(OI1(OC(C)=O)(OC(C)=O)OC(=O)C2C=CC=CC1=2)=O.C(=O)(O)[O-].[Na+].O.O.O.O.O.S([O-])([O-])(=O)=S.[Na+].[Na+]>ClCCl>[Cl:1][C:2]1[CH:3]=[C:4]([C:9]2[N:13]([C:14]3[CH:15]=[CH:16][C:17]([O:20][CH3:21])=[CH:18][CH:19]=3)[N:12]=[C:11]([CH2:22][CH:23]([C:26]3[CH:27]=[C:28]([CH3:32])[CH:29]=[CH:30][CH:31]=3)[CH:24]=[O:25])[CH:10]=2)[CH:5]=[CH:6][C:7]=1[Cl:8] |f:2.3,4.5.6.7.8.9.10.11|. Procedure details: To a flask containing 3-[5-(3,4-dichloro-phenyl)-1-(4-methoxy-phenyl)-1H-pyrazol-3-yl]-2-m-tolyl-propane-1-ol (prepared by the method of Example 67; 50 mg, 0.11 mmol, 1.0 equiv) and dichloromethane (2.0 mL) was added Dess-Martin reagent (89 mg, 0.21 mmol, 2.0 equiv) in one portion. The reaction mixture was stirred at room temperature for 30 min then poured into satd aq sodium bicarbonate (5.0 mL) containing sodium thiosulfate pentahydrate (5.0 equiv relative to Dess-Martin reagent). The resultin... Reactants: solution, C=O (formaldehyde), O (water), [BH3-]C#N.[Na+] (NaCNBH3), C1(CCCCC1)C=1C=2C=CC(=CC2N2CC(NC3=C(C21)C=CC=C3)C(=O)OC)C(=O)OC (Dimethyl 13-cyclohexyl-6,7-dihydro-5H-indolo[1,2-d][1,4]benzodiazepine-6,10-dicarboxylate). The solvent is CO (MeOH), CCN(CC)CC (NEt3), CCOC(=O)C (EtOAc), CC(=O)O (HOAc). Conditions: time 2 hour. Yields the product C1(CCCCC1)C=1C=2C=CC(=CC2N2CC(N(C3=C(C21)C=CC=C3)C)C(=O)OC)C(=O)OC (Dimethyl 13-cyclohexyl-5-methyl-6,7-dihydro-5H-indolo[1,2-d][1,4]benzodiazepine-6,10-dicarboxylate). As a reaction SMILES: [CH:1]1([C:7]2[C:8]3[CH:9]=[CH:10][C:11]([C:29]([O:31][CH3:32])=[O:30])=[CH:12][C:13]=3[N:14]3[C:20]=2[C:19]2[CH:21]=[CH:22][CH:23]=[CH:24][C:18]=2[NH:17][CH:16]([C:25]([O:27][CH3:28])=[O:26])[CH2:15]3)[CH2:6][CH2:5][CH2:4][CH2:3][CH2:2]1.C=O.O.[BH3-][C:37]#N.[Na+]>CO.CCN(CC)CC.CCOC(C)=O.CC(O)=O>[CH:1]1([C:7]2[C:8]3[CH:9]=[CH:10][C:11]([C:29]([O:31][CH3:32])=[O:30])=[CH:12][C:13]=3[N:14]3[C:20]=2[C:19]2[CH:21]=[CH:22][CH:23]=[CH:24][C:18]=2[N:17]([CH3:37])[CH:16]([C:25]([O:27][CH3:28])=[O:26])[CH2:15]3)[CH2:2][CH2:3][CH2:4][CH2:5][CH2:6]1 |f:3.4|. Procedure details: Dimethyl 13-cyclohexyl-6,7-dihydro-5H-indolo[1,2-d][1,4]benzodiazepine-6,10-dicarboxylate was dissolved in anhydrous MeOH (0.05M) and HOAc was added. the mixture was treated with a 37% solution of formaldehyde in water (1.2 eq.), then NaCNBH3 (1.2 eq.) was added. The solution was stirred for 2 h at RT. The product was isolated by flash chromatography (PE:EtOAc, 9:1, 0.5% NEt3). After evaporation of the solvents a colourless solid was obtained (quant.). (ES+) m/z 447 (M+H)+. Starting materials: FC1=CC=C(C=C1)[C@H](CO)NC(=O)C1=CC=C(C=C1)[C@H]1CN(CCO1)C(=O)OC(C)(C)C ((S)-tert-butyl 2-(4-((R)-1-(4-fluorophenyl)-2-hydroxyethylcarbamoyl)phenyl)morpholine-4-carboxylate), FC(C(=O)O)(F)F (trifluoracetic acid). Run in ClCCl (dichloromethane). Conditions: time 60 minute. Product: FC1=CC=C(C=C1)[C@H](CO)NC(C1=CC=C(C=C1)[C@H]1CNCCO1)=O (N—((R)-1-(4-Fluorophenyl)-2-hydroxyethyl)-4-((S)-morpholin-2-yl)benzamide). As a reaction SMILES: [F:1][C:2]1[CH:7]=[CH:6][C:5]([C@@H:8]([NH:11][C:12]([C:14]2[CH:19]=[CH:18][C:17]([C@@H:20]3[O:25][CH2:24][CH2:23][N:22](C(OC(C)(C)C)=O)[CH2:21]3)=[CH:16][CH:15]=2)=[O:13])[CH2:9][OH:10])=[CH:4][CH:3]=1.FC(F)(F)C(O)=O>ClCCl>[F:1][C:2]1[CH:7]=[CH:6][C:5]([C@@H:8]([NH:11][C:12](=[O:13])[C:14]2[CH:19]=[CH:18][C:17]([C@@H:20]3[O:25][CH2:24][CH2:23][NH:22][CH2:21]3)=[CH:16][CH:15]=2)[CH2:9][OH:10])=[CH:4][CH:3]=1. Procedure: (S)-tert-butyl 2-(4-((R)-1-(4-fluorophenyl)-2-hydroxyethylcarbamoyl)phenyl)morpholine-4-carboxylate (44 mg, 0.099 mmol) was dissolved in dichloromethane (0.3 ml) and trifluoracetic acid (447 mg, 0.3 ml, 3.92 mmol) was added. The reaction mixture was stirred at room temperature for 60 min. The solvent and excess of trifluoracetic acid were evaporated. The residue was dissolved in dichloromethane (3 ml) and extracted with odium bicarbonate saturated solution (2 ml). The organic layer was dried ove... Reactants: OC=1C=CC=C2C=CC(=NC12)C (8-hydroxyquinaldine), [H-].[Na+] (NaH), C(=O)([O-])[O-].[Cs+].[Cs+] (Cs2CO3), BrC(C(=O)N)(C)C (2-bromo-2-methyl-propanamide), [H-].[Na+] (NaH). The solvent is O1CCOCC1 (dioxane), CN1CCCN(C1=O)C (DMPU), CN1CCCC1=O (NMP). Reaction conditions: time 30 minute. Yields the product OC(C(=O)NC=1C=CC=C2C=CC(=NC12)C)(C)C (2-hydroxy-N-(8-quinaldinyl)-2-methylpropionamide). Isolated yield 67.6%. As a reaction SMILES: O[C:2]1[CH:3]=[CH:4][CH:5]=[C:6]2[C:11]=1[N:10]=[C:9]([CH3:12])[CH:8]=[CH:7]2.[H-].[Na+].C([O-])([O-])=[O:16].[Cs+].[Cs+].Br[C:22]([CH3:27])([CH3:26])[C:23]([NH2:25])=[O:24]>O1CCOCC1.CN1C(=O)N(C)CCC1.CN1C(=O)CCC1>[OH:16][C:22]([CH3:27])([CH3:26])[C:23]([NH:25][C:2]1[CH:3]=[CH:4][CH:5]=[C:6]2[C:11]=1[N:10]=[C:9]([CH3:12])[CH:8]=[CH:7]2)=[O:24] |f:1.2,3.4.5|. Procedure: To a solution of 8-hydroxyquinaldine (722 mg, 3.70 mmol) in dioxane (20 mL) was added NaH (Aldrich, dry, 300 mg, 12.2 mmol) and Cs2CO3 (4.00 g, 12.2 mmol). The resulting mixture was stirred at room temperature for about 30 minutes, then 2-bromo-2-methyl-propanamide (2.03 g, 12.2 mmol) was added and the resulting mixture was stirred at reflux for 16 h. After the reflux period, NMP (20 mL), DMPU (2 mL), and NaH (Aldrich, dry, 100 mg, 4.07 mmol) were added. The resulting mixture was stirred at 150°... Reactants: FC=1C=C(C=C2C(=C(C=NC12)C(=O)OCC)O)I (Ethyl 8-fluoro4-hydroxy-6-iodo-3-quinolinecarboxylate), C(=O)([O-])[O-].[K+].[K+] (K2CO3), CI (methyl iodide). Solvent: CN(C)C=O (DMF). Run at temperature 95 celsius, time 8 hour. Yields the product FC=1C=C(C=C2C(C(=CN(C12)C)C(=O)OCC)=O)I (Ethyl 8-fluoro-6-iodo-1-methyl-4-oxo-1,4-dihydro-3-quinolinecarboxylate). The yield is 84.0%. As a reaction SMILES: [F:1][C:2]1[CH:3]=[C:4]([I:18])[CH:5]=[C:6]2[C:11]=1[N:10]=[CH:9][C:8]([C:12]([O:14][CH2:15][CH3:16])=[O:13])=[C:7]2[OH:17].[C:19]([O-])([O-])=O.[K+].[K+].CI>CN(C=O)C>[F:1][C:2]1[CH:3]=[C:4]([I:18])[CH:5]=[C:6]2[C:11]=1[N:10]([CH3:19])[CH:9]=[C:8]([C:12]([O:14][CH2:15][CH3:16])=[O:13])[C:7]2=[O:17] |f:1.2.3|. Reported procedure: Ethyl 8-fluoro4-hydroxy-6-iodo-3-quinolinecarboxylate (18.1 g) prepared as an intermediate in Preparation No. 1 is dissolved in DMF (430 mL), and K2CO3 (36.1 g, 261 mmol) and methyl iodide (3.25 mL, 52.3 mmol) are added. The reaction mixture is heated to 95° C. for 6 h, then allowed to stir at room temperature overnight. The mixture is split into two parts. The first part is poured into H2O and extracted with five 100-mL portions of CH2Cl2. The combined organic layers are washed with five 200-mL...